The task is: describe an organic reaction: reactants, conditions, products, and yield. This data is from the Open Reaction Database (ORD), a public repository of structured organic reaction records. Reactants: O=C(CC(=O)c1ccccc1)c1ccccc1, CC(=O)[O-], CCOCC, Cl, O=N[O-], Nc1ccc(Cl)cc1, [Na+], [Na+], O. Yields the product O=C(C(=NNc1ccc(Cl)cc1)C(=O)c1ccccc1)c1ccccc1. As a reaction SMILES: [C:18]([c:19]1[cH:20][cH:21][cH:22][cH:23][cH:24]1)(=[O:25])[CH2:26][C:27]([c:28]1[cH:29][cH:30][cH:31][cH:32][cH:33]1)=[O:34].[CH3:14][C:15](=[O:16])[O-:17].[CH3:37][CH2:38][O:39][CH2:40][CH3:41].[ClH:35].[N:9]([O-:10])=[O:11].[NH2:1][c:2]1[cH:3][cH:4][c:5]([Cl:6])[cH:7][cH:8]1.[Na+:12].[Na+:13].[OH2:36]>>[NH:1]([c:2]1[cH:3][cH:4][c:5]([Cl:6])[cH:7][cH:8]1)[N:9]=[C:26]([C:18]([c:19]1[cH:20][cH:21][cH:22][cH:23][cH:24]1)=[O:25])[C:27]([c:28]1[cH:29][cH:30][cH:31][cH:32][cH:33]1)=[O:34].